From a dataset of the Open Reaction Database (ORD), a public repository of structured organic reaction records. describe an organic reaction: reactants, conditions, products, and yield Reactants: C(C)(=O)OC=C.C1(\C=C/C(=O)O1)=O (vinyl acetate maleic anhydride), C(CC)O (1-propanol). Conditions: temperature 90 celsius, time 5 hour. Yields the product C(C)(=O)OC=C.C(\C=C/C(=O)[O-])(=O)OCCC (vinyl acetate propyl maleate), solids. Yield: 50.0%. As a reaction SMILES: [C:1]([O:4][CH:5]=[CH2:6])(=[O:3])[CH3:2].[C:7]1(=[O:13])[O:12][C:10](=[O:11])[CH:9]=[CH:8]1.[CH2:14]([OH:17])[CH2:15][CH3:16]>>[C:1]([O:4][CH:5]=[CH2:6])(=[O:3])[CH3:2].[C:10]([O:17][CH2:14][CH2:15][CH3:16])(=[O:11])/[CH:9]=[CH:8]\[C:7]([O-:12])=[O:13] |f:0.1,3.4|. Procedure details: To 160 g of vinyl acetate/maleic anhydride copolymer, prepared as described in Example 1A, was added 264.52 g of 1-propanol in a 500 ml kettle. This mixture was heated to 90° C. in a nitrogen atmosphere for 5 hours to effect esterification. After 5 hours, the alternating vinyl acetate/propyl maleate copolymer was obtained in a 50% solids solution. The solution was then cooled to 40° C. and product recovered. Analysis showed 46.86% solid in solution; a relative viscosity of 1.25 and a specific vi... Reactants: S1C=C(C=C1)C1=CN=C(S1)NC1=CC=C(C=C1)O (4-(5-thiophen-3-yl-thiazol-2-yl-amino)-phenol), CCN(C(C)C)C(C)C (DIEA), COC1=CC(=C(C=C1)NC(=S)N)C(F)(F)F ((4-methoxy-2-trifluoromethyl-phenyl)-thiourea), NC(=S)N (thiourea). Run in C(Cl)Cl.CO (CH2Cl2 MeOH). Run at temperature 50 celsius. Yields the product COC1=CC(=C(C=C1)NC=1SC(=CN1)C1=CSC=C1)C(F)(F)F ((4-Methoxy-2-trifluoromethyl-phenyl)-(5-thiophen-3-yl-thiazol-2-yl)-amine). RXN SMILES: [S:1]1[CH:5]=[CH:4][C:3]([C:6]2SC(NC3C=CC(O)=CC=3)=N[CH:7]=2)=[CH:2]1.[CH3:19][O:20][C:21]1[CH:26]=[CH:25][C:24]([NH:27][C:28]([NH2:30])=[S:29])=[C:23]([C:31]([F:34])([F:33])[F:32])[CH:22]=1.NC(N)=S.CCN(C(C)C)C(C)C>C(Cl)Cl.CO>[CH3:19][O:20][C:21]1[CH:26]=[CH:25][C:24]([NH:27][C:28]2[S:29][C:6]([C:3]3[CH:4]=[CH:5][S:1][CH:2]=3)=[CH:7][N:30]=2)=[C:23]([C:31]([F:34])([F:32])[F:33])[CH:22]=1 |f:4.5|. Reported procedure: The title compound is prepared as described in Example 12 (Procedure B) for 4-(5-thiophen-3-yl-thiazol-2-yl-amino)-phenol but starting from (4-methoxy-2-trifluoromethyl-phenyl)-thiourea. After addition of the thiourea, the reaction mixture is heated to 50° C. for 30 min. The mixture is heated to 70° C. for 16 h, after addition of DIEA. The title compound: ES-MS: 357.0 [M+H]+; single peak at tR=4.36 min (System 2); Rf=0.56 (CH2Cl2/MeOH, 95/5). Starting materials: P(Cl)(Cl)(Cl)(Cl)Cl (PCl5), CN(C)C=O (DMF), ClC1=C(C=C(O)C=C1)O (4-Chlororesorcinol), BrC=1C=C(C=CC1)CC(=O)O (3-bromophenyl acetic acid). Product: BrC=1C=C(C=CC1)C1=COC2=CC(=C(C=C2C1=O)Cl)O (3-(3-Bromo-phenyl)-6-chloro-7-hydroxy-chromen-4-one), solid. Isolated yield 76.0%. As a reaction SMILES: [Cl:1][C:2]1[CH:8]=[CH:7][C:5]([OH:6])=[CH:4][C:3]=1[OH:9].[Br:10][C:11]1[CH:12]=[C:13]([CH2:17][C:18]([OH:20])=O)[CH:14]=[CH:15][CH:16]=1.P(Cl)(Cl)(Cl)(Cl)Cl.[CH3:27]N(C=O)C>>[Br:10][C:11]1[CH:12]=[C:13]([C:17]2[C:18](=[O:20])[C:7]3[C:5](=[CH:4][C:3]([OH:9])=[C:2]([Cl:1])[CH:8]=3)[O:6][CH:27]=2)[CH:14]=[CH:15][CH:16]=1. Reported procedure: This compounds was synthesised in the same manner as described above. 4-Chlororesorcinol (0.34 g, 2.4 mmol), 3-bromophenyl acetic acid (0.51 g, 2.4 mmol), BF3Et2O (5 ml), PCl5 (0.74 g, 3.6 mmol), DMF (5 ml and 10 ml). The precipitate formed was filtered and re-crystallized from methanol to give 3-(3-Bromo-phenyl)-6-chloro-7-hydroxy-chromen-4-one a flakey white solid (0.64 g, 76%). Reactants: O=C(O)Cc1cccc(C(=O)c2ccccc2)c1, CCO, CCOC(=O)Cc1cccc(Oc2ccccc2)c1, O=S(=O)(O)O. Yields the product CCOC(=O)Cc1cccc(C(=O)c2ccccc2)c1. As a reaction SMILES: [C:20]([c:21]1[cH:22][cH:23][cH:24][cH:25][cH:26]1)(=[O:27])[c:28]1[cH:29][c:30]([CH2:31][C:32]([OH:33])=[O:34])[cH:35][cH:36][cH:37]1.[CH3:43][CH2:44][OH:45].[O:1]([c:2]1[cH:3][cH:4][cH:5][cH:6][cH:7]1)[c:8]1[cH:9][c:10]([CH2:14][C:15](=[O:16])[O:17][CH2:18][CH3:19])[cH:11][cH:12][cH:13]1.[S:38](=[O:39])(=[O:40])([OH:41])[OH:42]>>[c:8]1([C:20]([c:21]2[cH:22][cH:23][cH:24][cH:25][cH:26]2)=[O:27])[cH:9][c:10]([CH2:14][C:15](=[O:16])[O:17][CH2:18][CH3:19])[cH:11][cH:12][cH:13]1.